Dataset: the Open Reaction Database (ORD), a public repository of structured organic reaction records. Task: describe an organic reaction: reactants, conditions, products, and yield Starting materials: C(C(C)(C)C)(=O)[O-].FC1=CC=C(C[Zn+])C=C1 ((4-Fluorobenzyl)zinc pivalate), BrC=1C=C(C=O)C=CC1OC (3-bromo-4-methoxybenzaldehyde). Product: FC1=CC=C(CC=2C=C(C=O)C=CC2OC)C=C1 (3-(4-fluorobenzyl)-4-methoxybenzaldehyde), aldehyde. Isolated yield 82.0%. RXN SMILES: C([O-])(=O)C(C)(C)C.[F:8][C:9]1[CH:16]=[CH:15][C:12]([CH2:13][Zn+])=[CH:11][CH:10]=1.Br[C:18]1[CH:19]=[C:20]([CH:23]=[CH:24][C:25]=1[O:26][CH3:27])[CH:21]=[O:22]>>[F:8][C:9]1[CH:16]=[CH:15][C:12]([CH2:13][C:18]2[CH:19]=[C:20]([CH:23]=[CH:24][C:25]=2[O:26][CH3:27])[CH:21]=[O:22])=[CH:11][CH:10]=1 |f:0.1|. Reported procedure: (4-Fluorobenzyl)zinc pivalate (11) shows a clean coupling reaction with 3-bromo-4-methoxybenzaldehyde (5m) and afford 3-(4-fluorobenzyl)-4-methoxybenzaldehyde (6s) in 82% yield without observance of any addition products towards the aldehyde functionality (entry 19). The reactants are C1(CC1)NC1=C(C(=O)O)C=CC=C1[N+](=O)[O-] (2-(cyclopropylamino)-3-nitrobenzoic acid), CO (MeOH), OS(=O)(=O)O (H2SO4). Product: C1(CC1)NC1=C(C(=O)OC)C=CC=C1[N+](=O)[O-] (methyl 2-(cyclopropylamino)-3-nitrobenzoate). RXN SMILES: [CH:1]1([NH:4][C:5]2[C:13]([N+:14]([O-:16])=[O:15])=[CH:12][CH:11]=[CH:10][C:6]=2[C:7]([OH:9])=[O:8])[CH2:3][CH2:2]1.OS(O)(=O)=O.[CH3:22]O>>[CH:1]1([NH:4][C:5]2[C:13]([N+:14]([O-:16])=[O:15])=[CH:12][CH:11]=[CH:10][C:6]=2[C:7]([O:9][CH3:22])=[O:8])[CH2:2][CH2:3]1. Procedure details: The crude 2-(cyclopropylamino)-3-nitrobenzoic acid (0.90 g, 4.1 mmol) was dissolved in MeOH (15 mL), and 2 mL H2SO4 (98%) was added. The mixture was heated to reflux for 18 h. The mixture was cooled, concentrated in vacuo, and purified by column chromatography on a silica gel column using DCM as eluent to give methyl 2-(cyclopropylamino)-3-nitrobenzoate: LC-MS (ESI) m/z 237.1 [M+H]+. Reactants: ClC1=CC=C(C=C1)N1C([C@@H](CC1)CN1CCN(CC1)CCOC)=O ((S)-1-(4-chlorophenyl)-3-(4-(2-methoxyethyl)piperazin-1-yl)methyl-2-pyrrolidinone), Cl.O1CCOCC1 (hydrochloric acid 1,4-dioxane). Run in C(C)O (ethanol). Yields the product Cl.Cl.ClC1=CC=C(C=C1)N1C([C@@H](CC1)CN1CCN(CC1)CCOC)=O ((S)-1-(4-chlorophenyl)-3-(4-(2-methoxyethyl)piperazin-1-yl)methyl-2-pyrrolidinone dihydrochloride). As a reaction SMILES: [Cl:1][C:2]1[CH:7]=[CH:6][C:5]([N:8]2[CH2:12][CH2:11][C@@H:10]([CH2:13][N:14]3[CH2:19][CH2:18][N:17]([CH2:20][CH2:21][O:22][CH3:23])[CH2:16][CH2:15]3)[C:9]2=[O:24])=[CH:4][CH:3]=1.[ClH:25].O1CCOCC1>C(O)C>[ClH:1].[ClH:25].[Cl:1][C:2]1[CH:7]=[CH:6][C:5]([N:8]2[CH2:12][CH2:11][C@@H:10]([CH2:13][N:14]3[CH2:15][CH2:16][N:17]([CH2:20][CH2:21][O:22][CH3:23])[CH2:18][CH2:19]3)[C:9]2=[O:24])=[CH:4][CH:3]=1 |f:1.2,4.5.6|. Procedure: A solution of 1.0 g of (S)-1-(4-chlorophenyl)-3-(4-(2-methoxyethyl)piperazin-1-yl)methyl-2-pyrrolidinone in 50 mL of ethanol was acidified with 4N hydrochloric acid/1,4-dioxane. The precipitated crystals were filtered, washed with diethyl ether and dried in vacuo to give 1.18 g of the title compound.